From a dataset of the Open Reaction Database (ORD), a public repository of structured organic reaction records. describe an organic reaction: reactants, conditions, products, and yield Starting materials: OCC(=O)C1=CC=CC=C1 (2-hydroxyacetophenone), CC=1N=C(SC1)C=O (4-methylthiazole-2-carbaldehyde), O([Na])C (NaOCH3), C1CCOC1 (THF). Yields the product C1(=CC=CC=C1)C=CC(=O)C1=CC=CC=C1 (chalcone). Isolated yield 17.0%. As a reaction SMILES: O[CH2:2][C:3]([C:5]1[CH:10]=[CH:9][CH:8]=[CH:7][CH:6]=1)=[O:4].[CH3:11][C:12]1N=C(C=O)S[CH:16]=1.O(C)[Na].[CH2:22]1[CH2:26]O[CH2:24][CH2:23]1>>[C:12]1([CH:11]=[CH:2][C:3]([C:5]2[CH:10]=[CH:9][CH:8]=[CH:7][CH:6]=2)=[O:4])[CH:16]=[CH:24][CH:23]=[CH:22][CH:26]=1. Procedure: 2.27 g (16.7 mmol) of 2-hydroxyacetophenone, 2.0 g of 4-methylthiazole-2-carbaldehyde (15.7 mmol), and 10 ml of 25% wt NaOCH3 were reacted in 50 ml of dry THF to give 0.67 g (17%) of chalcone after purification. 1H NMR (300 MHz, CDCl3): δ 12.67 (s, 1H), 7.98-7.95 (m, 1H), 7.80 (d, J=15.3 Hz, 1H), 7.89 (d, J=15.0 Hz, 1H), 7.53 (d, d, J=8.4, 8.4 Hz, 1H), 7.11 9 s, 1H), 7.05 (d, J=8.4 Hz, 1H), 6.97 (d, d, J=7.5, 7.8 Hz, 1H), 2.56 (s, 3H). Starting materials: C=C(C)CC1(C(=O)OC)CC(=O)N(c2c(C)cccc2C)C1, CO, [Li+], [OH-]. Product: C=C(C)CC1(C(=O)O)CC(=O)N(c2c(C)cccc2C)C1. As a reaction SMILES: [CH3:1][O:2][C:3](=[O:4])[C:5]1([CH2:19][C:20](=[CH2:21])[CH3:22])[CH2:6][N:7]([c:11]2[c:12]([CH3:18])[cH:13][cH:14][cH:15][c:16]2[CH3:17])[C:8](=[O:10])[CH2:9]1.[CH3:25][OH:26].[Li+:24].[OH-:23]>>[O:2]=[C:3]([OH:4])[C:5]1([CH2:19][C:20](=[CH2:21])[CH3:22])[CH2:6][N:7]([c:11]2[c:12]([CH3:18])[cH:13][cH:14][cH:15][c:16]2[CH3:17])[C:8](=[O:10])[CH2:9]1. Starting materials: COC=1C=C(C(=O)O)C=C(C1OC)OCC (3,4-dimethoxy-5-ethoxybenzoic acid), Cl.C(C)OCCN1C(=NC2=C1C=CC=C2)NC2CCN(CC2)CCC2(CNCC2)C2=CC=CC=C2 (3-(2-(4-(1-(2-ethoxyethyl)-1H-benzimidazol-2-yl-amino)piperidin-1-yl)ethyl)-3-phenylpyrrolidine hydrochloric acid salt). The product is COC=1C=C(C(=O)N2CC(CC2)(C2=CC=CC=C2)CCN2CCC(CC2)NC2=NC3=C(N2CCOCC)C=CC=C3)C=C(C1OC)OCC (1-(3,4-dimethoxy-5-ethoxybenzoyl)-3-(2-(4-(1-(2-ethoxyethyl)-1H-benzimidazol-2-yl-amino)piperidin-1-yl)ethyl)-3-phenylpyrrolidine). Reaction SMILES: [CH3:1][O:2][C:3]1[CH:4]=[C:5]([CH:9]=[C:10]([O:14][CH2:15][CH3:16])[C:11]=1[O:12][CH3:13])[C:6]([OH:8])=O.Cl.[CH2:18]([O:20][CH2:21][CH2:22][N:23]1[C:27]2[CH:28]=[CH:29][CH:30]=[CH:31][C:26]=2[N:25]=[C:24]1[NH:32][CH:33]1[CH2:38][CH2:37][N:36]([CH2:39][CH2:40][C:41]2([C:46]3[CH:51]=[CH:50][CH:49]=[CH:48][CH:47]=3)[CH2:45][CH2:44][NH:43][CH2:42]2)[CH2:35][CH2:34]1)[CH3:19]>>[CH3:1][O:2][C:3]1[CH:4]=[C:5]([CH:9]=[C:10]([O:14][CH2:15][CH3:16])[C:11]=1[O:12][CH3:13])[C:6]([N:43]1[CH2:44][CH2:45][C:41]([CH2:40][CH2:39][N:36]2[CH2:37][CH2:38][CH:33]([NH:32][C:24]3[N:23]([CH2:22][CH2:21][O:20][CH2:18][CH3:19])[C:27]4[CH:28]=[CH:29][CH:30]=[CH:31][C:26]=4[N:25]=3)[CH2:34][CH2:35]2)([C:46]2[CH:51]=[CH:50][CH:49]=[CH:48][CH:47]=2)[CH2:42]1)=[O:8] |f:1.2|. Procedure: Prepare by the method of Example 59.1 using 3,4-dimethoxy-5-ethoxybenzoic acid and 3-(2-(4-(1-(2-ethoxyethyl)-1H-benzimidazol-2-yl-amino)piperidin-1-yl)ethyl)-3-phenylpyrrolidine hydrochloric acid salt (prepared from (−)-3-(2-hydroxyethyl)-3-phenylpyrrolidine (R,R)-di-p-anisoyltartaric acid salt) to give the title compound. Starting materials: ClC(=O)OC (methyl chloroformate), P(=O)([O-])(O)O.[Na+] (monosodium phosphate), CC1([C@@H]([C@@H]1C=C(Br)Br)C(=O)OC(C)(C)C)C (tert-butyl(1R,cis)2,2-dimethyl-3-(2,2-dibromovinyl)-cyclopropane-carboxylate), solution, C(CCC)[Li] (butyllithium). The solvent is O1CCCC1 (tetrahydrofuran), C1CCCCC1 (cyclohexane). Conditions: temperature -70 celsius, time 30 minute. The product is CC1([C@@H]([C@@H]1C#CC(=O)OC)C(=O)OC(C)(C)C)C (tert.-butyl(1R,cis)2,2-dimethyl-3-[2-(methoxy carbonyl)-ethynyl]-cyclopropane-carboxylate). Reaction SMILES: [CH3:1][C:2]1([CH3:16])[C@@H:4]([CH:5]=[C:6](Br)Br)[C@H:3]1[C:9]([O:11][C:12]([CH3:15])([CH3:14])[CH3:13])=[O:10].C([Li])CCC.Cl[C:23]([O:25][CH3:26])=[O:24].P(O)(O)([O-])=O.[Na+]>C1CCCCC1.O1CCCC1>[CH3:1][C:2]1([CH3:16])[C@@H:4]([C:5]#[C:6][C:23]([O:25][CH3:26])=[O:24])[C@H:3]1[C:9]([O:11][C:12]([CH3:15])([CH3:14])[CH3:13])=[O:10] |f:3.4|. Procedure: 55 g of tert-butyl(1R,cis)2,2-dimethyl-3-(2,2-dibromovinyl)-cyclopropane-carboxylate were introduced into 550 cm3 of tetrahydrofuran and the mixture was cooled to -70° C. 132 cm3 of a 20% solution of butyllithium in cyclohexane were added over 40 minutes to the mixture which was stirred for 30 minutes at -65° C. 12.5 cm3 of methyl chloroformate were then added thereto and after 2 hours reaction at -70° C., the temperature was allowed to rise again to -20° C. The mixture was poured into an aqueou... Starting materials: C(C)(C)(C)OC(=O)N1CCN(CC1)C1=CC=C2CCNC(C2=C1)=O (7-(4-t-Butoxycarbonylpiperazin-1-yl)-3,4-dihydro-1(1H) isoquinolinone), C[Si](C)(C)[N-][Si](C)(C)C.[Na+] (NaHMDS), CCOC(=O)C (EtOAc), BrCC(=O)OCC (ethyl bromoacetate). The solvent is CCCCCC.CCOC(=O)C (hexane EtOAc), C1CCOC1 (THF). Reaction conditions: temperature -78 celsius, time 30 minute. Yields the product C(C)(C)(C)OC(=O)N1CCN(CC1)C1=CC=C2CCN(C(C2=C1)=O)CC(=O)OCC (Ethyl [7-(4-t-butoxycarbonylpiperazin-1-yl)-3,4-dihydro-1(1H)-isoquinolinone-2-yl]acetate). RXN SMILES: [C:1]([O:5][C:6]([N:8]1[CH2:13][CH2:12][N:11]([C:14]2[CH:23]=[C:22]3[C:17]([CH2:18][CH2:19][NH:20][C:21]3=[O:24])=[CH:16][CH:15]=2)[CH2:10][CH2:9]1)=[O:7])([CH3:4])([CH3:3])[CH3:2].C[Si]([N-][Si](C)(C)C)(C)C.[Na+].Br[CH2:36][C:37]([O:39][CH2:40][CH3:41])=[O:38].CCOC(C)=O>C1COCC1.CCCCCC.CCOC(C)=O>[C:1]([O:5][C:6]([N:8]1[CH2:9][CH2:10][N:11]([C:14]2[CH:23]=[C:22]3[C:17]([CH2:18][CH2:19][N:20]([CH2:36][C:37]([O:39][CH2:40][CH3:41])=[O:38])[C:21]3=[O:24])=[CH:16][CH:15]=2)[CH2:12][CH2:13]1)=[O:7])([CH3:4])([CH3:2])[CH3:3] |f:1.2,6.7|. Procedure: A solution of 7-(4-t-butoxycarbonylpiperazin-1-yl)-3,4-dihydro-1(1H)-isoquinolinone (1-3) (2.37 g, 7.16 mmol) in THF (30 mL) at -78° C. under argon was treated with NaHMDS (1M solution in THF; 7.88 mL, 7.88 mmol) and the temperature was allowed to rise to -50° C. over 30 minutes. The solution was cooled back to -78° C. and ethyl bromoacetate (1.19 mL, 10.7 mmol) was added in one lot. After stirring at ambient temperature for 3 hours, the mixture was poured into EtOAc, extracted with 1N HCl, wash... The product is OCCOCCOCCI. As a reaction SMILES: [CH3:18][C:19](=[O:20])[CH3:21].[Cl:1][CH2:2][CH2:3][O:4][CH2:5][CH2:6][O:7][CH2:8][CH2:9][OH:10].[I-:12].[Na+:11].[Na+:13].[OH:14][C:15](=[O:16])[O-:17]>>[CH2:2]([CH2:3][O:4][CH2:5][CH2:6][O:7][CH2:8][CH2:9][OH:10])[I:12]. Starting materials: CC(C)=O, OCCOCCOCCCl, [I-], [Na+], [Na+], O=C([O-])O.